From a dataset of the Open Reaction Database (ORD), a public repository of structured organic reaction records. describe an organic reaction: reactants, conditions, products, and yield Starting materials: CCCCCCCCCCCCc1ccc2ccccc2c1O, CC(=O)O, O, O=[N+]([O-])O. Product: CCCCCCCCCCCCc1cc([N+](=O)[O-])c2ccccc2c1O. As a reaction SMILES: [CH2:1]([CH2:2][CH2:3][CH2:4][CH2:5][CH2:6][CH2:7][CH2:8][CH2:9][CH2:10][CH2:11][CH3:12])[c:13]1[c:14]([OH:23])[c:15]2[cH:16][cH:17][cH:18][cH:19][c:20]2[cH:21][cH:22]1.[CH3:24][C:25](=[O:26])[OH:27].[OH2:32].[OH:28][N+:29]([O-:30])=[O:31]>>[CH2:1]([CH2:2][CH2:3][CH2:4][CH2:5][CH2:6][CH2:7][CH2:8][CH2:9][CH2:10][CH2:11][CH3:12])[c:13]1[c:14]([OH:23])[c:15]2[cH:16][cH:17][cH:18][cH:19][c:20]2[c:21]([N+:29](=[O:28])[O-:30])[cH:22]1. Starting materials: COc1cc2c(cc1Br)C(c1ccccc1Cl)=NCC(=O)N2, O=C([O-])O, COc1ccc(P2(=S)SP(=S)(c3ccc(OC)cc3)S2)cc1, COCCOC, [Na+]. Yields the product COc1cc2c(cc1Br)C(c1ccccc1Cl)=NCC(=S)N2. As a reaction SMILES: [Br:1][c:2]1[c:3]([O:21][CH3:22])[cH:4][c:5]2[c:6]([cH:20]1)[C:7]([c:13]1[c:14]([Cl:19])[cH:15][cH:16][cH:17][cH:18]1)=[N:8][CH2:9][C:10](=[O:12])[NH:11]2.[C:45](=[O:46])([OH:47])[O-:48].[CH3:23][O:24][c:25]1[cH:26][cH:27][c:28]([P:29]2(=[S:32])[S:30][P:31]([c:33]3[cH:34][cH:35][c:36]([O:37][CH3:38])[cH:39][cH:40]3)(=[S:41])[S:42]2)[cH:43][cH:44]1.[CH3:50][O:51][CH2:52][CH2:53][O:54][CH3:55].[Na+:49]>>[Br:1][c:2]1[c:3]([O:21][CH3:22])[cH:4][c:5]2[c:6]([cH:20]1)[C:7]([c:13]1[c:14]([Cl:19])[cH:15][cH:16][cH:17][cH:18]1)=[N:8][CH2:9][C:10](=[S:32])[NH:11]2.